Dataset: the Open Reaction Database (ORD), a public repository of structured organic reaction records. Task: describe an organic reaction: reactants, conditions, products, and yield Reactants: C(OC)(OC)=O (dimethyl carbonate), N(CCO)CCO (diethanolamine). The product is OCCN1C(OCC1)=O (3-(2-hydroxyethyl)-2-oxazolidinone). As a reaction SMILES: [C:1](=[O:6])([O:4][CH3:5])OC.[NH:7]([CH2:11]CO)[CH2:8][CH2:9][OH:10]>>[OH:10][CH2:9][CH2:8][N:7]1[CH2:11][CH2:5][O:4][C:1]1=[O:6]. Procedure details: In a preferred embodiment of this invention, equimolar amounts of dimethyl carbonate and diethanolamine are mixed and heated to reflux. The mixture is maintained at reflux until essentially all of the reactants are consumed as measured by gas chromatography. The product mixture consists of methanol and 3-(2-hydroxyethyl)-2-oxazolidinone. The methanol is removed by distillation leaving essentially pure 3-(2-hydroxyethyl)-2-oxazolidinone as confirmed by gas chromatography. Reactants: FC(C=1C=C(C=C(C1)C(F)(F)F)[C@@H](C)O[C@@H]1[C@H]([C@@H](CC1)NC)C1=CC=C(C=C1)F)(F)F (1-(S)-(1-(R)-(3,5-bis(trifluoromethyl)-phenyl)ethoxy)-2-(S)-(4-fluorophenyl)-3-(R)-(methylamino)cyclopentane), BrCC(=O)OC(C)(C)C (t-butyl bromoacetate), CCN(C(C)C)C(C)C (DIPEA). Run in C(C)#N (acetonitrile). Reaction conditions: temperature 50 celsius. Product: FC(C=1C=C(C=C(C1)C(F)(F)F)[C@@H](C)O[C@@H]1[C@H]([C@@H](CC1)N(C)CC(=O)OC)C1=CC=C(C=C1)F)(F)F (1-(S)-(1-(R)-(3,5-Bis(trifluoromethyl)phenyl)ethoxy)-2-(S)-(4-fluorophenyl)-3-(R)-((methoxycarbonylmethyl)methylamino)-cyclopentane). As a reaction SMILES: [F:1][C:2]([F:31])([F:30])[C:3]1[CH:4]=[C:5]([C@H:13]([O:15][C@H:16]2[CH2:20][CH2:19][C@@H:18]([NH:21][CH3:22])[C@@H:17]2[C:23]2[CH:28]=[CH:27][C:26]([F:29])=[CH:25][CH:24]=2)[CH3:14])[CH:6]=[C:7]([C:9]([F:12])([F:11])[F:10])[CH:8]=1.Br[CH2:33][C:34]([O:36][C:37](C)(C)C)=[O:35].CCN(C(C)C)C(C)C>C(#N)C>[F:12][C:9]([F:10])([F:11])[C:7]1[CH:6]=[C:5]([C@H:13]([O:15][C@H:16]2[CH2:20][CH2:19][C@@H:18]([N:21]([CH2:33][C:34]([O:36][CH3:37])=[O:35])[CH3:22])[C@@H:17]2[C:23]2[CH:28]=[CH:27][C:26]([F:29])=[CH:25][CH:24]=2)[CH3:14])[CH:4]=[C:3]([C:2]([F:1])([F:30])[F:31])[CH:8]=1. Procedure details: To a solution of 251 mg of 1-(S)-(1-(R)-(3,5-bis(trifluoromethyl)-phenyl)ethoxy)-2-(S)-(4-fluorophenyl)-3-(R)-(methylamino)cyclopentane from Example 15 in 6 mL of acetonitrile was added 0.108 mL of t-butyl bromoacetate and 0.36 mL of DIPEA. The reaction was heated at 50° C. for 5 hours and then concentrated in vacuo. The residue was diluted with water and extracted twice with ethyl acetate. The organic layers were washed with brine, dried with sodium sulfate, combined and evaporated. The residue... The reactants are B, O=C1CC(Cc2ccc(Br)cc2)C1, CC1CCCN1, CCO, Cc1ccccc1, c1ccncc1. Product: CC1CCCN1C1CC(Cc2ccc(Br)cc2)C1. Reaction SMILES: [BH3:26].[Br:1][c:2]1[cH:3][cH:4][c:5]([CH2:6][CH:7]2[CH2:8][C:9](=[O:11])[CH2:10]2)[cH:12][cH:13]1.[CH3:14][CH:15]1[NH:16][CH2:17][CH2:18][CH2:19]1.[CH3:27][CH2:28][OH:29].[CH3:30][c:31]1[cH:32][cH:33][cH:34][cH:35][cH:36]1.[n:20]1[cH:21][cH:22][cH:23][cH:24][cH:25]1>>[Br:1][c:2]1[cH:3][cH:4][c:5]([CH2:6][CH:7]2[CH2:8][CH:9]([N:16]3[CH:15]([CH3:14])[CH2:19][CH2:18][CH2:17]3)[CH2:10]2)[cH:12][cH:13]1.